Dataset: the Open Reaction Database (ORD), a public repository of structured organic reaction records. Task: describe an organic reaction: reactants, conditions, products, and yield Reactants: COC(C1=C(C=C(C=C1)O)F)=O (2-fluoro-4-hydroxy-benzoic acid methyl ester), ClCC=1SC=CC1 (2-chloromethyl-thiophene), N1[C@@H](CCC1)CN1CCCC1 ((S)(+)-1-(2-pyrrolidinylmethyl)pyrrolidine). Product: FC1=C(C=CC(=C1)OCC=1SC=CC1)C(=O)N1[C@@H](CCC1)CN1CCCC1 ([2-Fluoro-4-(thiophen-2-ylmethoxy)-phenyl]-(2-(S)-pyrrolidin-1-ylmethyl-pyrrolidin-1-yl)-methanone). As a reaction SMILES: CO[C:3](=[O:12])[C:4]1[CH:9]=[CH:8][C:7]([OH:10])=[CH:6][C:5]=1[F:11].Cl[CH2:14][C:15]1[S:16][CH:17]=[CH:18][CH:19]=1.[NH:20]1[CH2:24][CH2:23][CH2:22][C@H:21]1[CH2:25][N:26]1[CH2:30][CH2:29][CH2:28][CH2:27]1>>[F:11][C:5]1[CH:6]=[C:7]([O:10][CH2:14][C:15]2[S:16][CH:17]=[CH:18][CH:19]=2)[CH:8]=[CH:9][C:4]=1[C:3]([N:20]1[CH2:24][CH2:23][CH2:22][C@H:21]1[CH2:25][N:26]1[CH2:30][CH2:29][CH2:28][CH2:27]1)=[O:12]. Procedure details: The title compound is prepared in a manner substantially analogous to Procedures D and E using 2-fluoro-4-hydroxy-benzoic acid methyl ester [CAS 197507-22-5], 2-chloromethyl-thiophene [CAS 765-50-4], and (S)(+)-1-(2-pyrrolidinylmethyl)pyrrolidine. MS (ES+) m/e 389.2 Reactants: C#Cc1cn(C2OC(CO)C(O)C2(C)O)c2ncnc(NO)c12, C1CCOC1, [H][H]. The product is C=Cc1cn(C2OC(CO)C(O)C2(C)O)c2ncnc(NO)c12. As a reaction SMILES: [C:1](#[CH:2])[c:3]1[cH:4][n:5]([CH:14]2[O:15][CH:16]([CH2:22][OH:23])[CH:17]([OH:21])[C:18]2([OH:19])[CH3:20])[c:6]2[n:7][cH:8][n:9][c:10]([NH:12][OH:13])[c:11]12.[CH2:26]1[O:27][CH2:28][CH2:29][CH2:30]1.[H:24][H:25]>>[CH:1](=[CH2:2])[c:3]1[cH:4][n:5]([CH:14]2[O:15][CH:16]([CH2:22][OH:23])[CH:17]([OH:21])[C:18]2([OH:19])[CH3:20])[c:6]2[n:7][cH:8][n:9][c:10]([NH:12][OH:13])[c:11]12. Reactants: C=C(c1ccc(C(=O)OC)cc1)C(O)(Cn1cncn1)c1ccc(F)cc1F, CO, [Na+], [OH-]. The product is C=C(c1ccc(C(=O)O)cc1)C(O)(Cn1cncn1)c1ccc(F)cc1F. Reaction SMILES: [CH3:1][O:2][C:3]([c:4]1[cH:5][cH:6][c:7]([C:10]([C:11]([CH2:12][n:13]2[n:14][cH:15][n:16][cH:17]2)([OH:18])[c:19]2[c:20]([F:26])[cH:21][c:22]([F:25])[cH:23][cH:24]2)=[CH2:27])[cH:8][cH:9]1)=[O:28].[CH3:31][OH:32].[Na+:30].[OH-:29]>>[O:2]=[C:3]([c:4]1[cH:5][cH:6][c:7]([C:10]([C:11]([CH2:12][n:13]2[n:14][cH:15][n:16][cH:17]2)([OH:18])[c:19]2[c:20]([F:26])[cH:21][c:22]([F:25])[cH:23][cH:24]2)=[CH2:27])[cH:8][cH:9]1)[OH:28]. The reactants are C(C)(=O)OC1=C(C2=CC[C@H]3[C@@H]4CC[C@@H]([C@@]4(C)CC[C@@H]3[C@]2(CC1)C)OC(C)=O)CC (3,17β-diacetoxy-4-ethylandrosta-3,5-diene), C1=CC(=CC(=C1)Cl)C(=O)OO (mCPBA), C(Cl)Cl (DCM). Run in C(C)(C)OC(C)C.CO (diisopropyl ether MeOH). Reaction conditions: time 8 hour. The product is O[C@H]1C[C@H]2[C@@H]3CC[C@@H]([C@@]3(C)CC[C@@H]2[C@]2(CCC(C(=C12)CC)=O)C)OC(C)=O (6α-hydroxy-17β-acetoxy-4-ethylandrost-4-en-3-one), O[C@@H]1C[C@H]2[C@@H]3CC[C@@H]([C@@]3(C)CC[C@@H]2[C@]2(CCC(C(=C12)CC)=O)C)OC(C)=O (6β-hydroxy-17β-acetoxy-4-ethylandrost-4-en-3-one). Yield: 105.0%. RXN SMILES: C([O:4][C:5]1[CH2:22][CH2:21][C@@:20]2([CH3:23])[C:7](=[CH:8][CH2:9][C@@H:10]3[C@@H:19]2[CH2:18][CH2:17][C@@:15]2([CH3:16])[C@H:11]3[CH2:12][CH2:13][C@@H:14]2[O:24][C:25](=[O:27])[CH3:26])[C:6]=1[CH2:28][CH3:29])(=O)C.C1C=C(Cl)C=C(C(OO)=[O:38])C=1.C(Cl)Cl>C(OC(C)C)(C)C.CO>[OH:38][C@@H:8]1[C:7]2[C@:20]([CH3:23])([CH2:21][CH2:22][C:5](=[O:4])[C:6]=2[CH2:28][CH3:29])[C@@H:19]2[C@H:10]([C@H:11]3[C@@:15]([CH2:17][CH2:18]2)([CH3:16])[C@@H:14]([O:24][C:25](=[O:27])[CH3:26])[CH2:13][CH2:12]3)[CH2:9]1.[OH:38][C@H:8]1[C:7]2[C@:20]([CH3:23])([CH2:21][CH2:22][C:5](=[O:4])[C:6]=2[CH2:28][CH3:29])[C@@H:19]2[C@H:10]([C@H:11]3[C@@:15]([CH2:17][CH2:18]2)([CH3:16])[C@@H:14]([O:24][C:25](=[O:27])[CH3:26])[CH2:13][CH2:12]3)[CH2:9]1 |f:3.4|. Procedure details: To a stirred solution of 3,17β-diacetoxy-4-ethylandrosta-3,5-diene (1.08 g) in EtOH/H2O 95/5 (13.7 ml), mCPBA (1.0 g) was added. After 8 h at RT, DCM (150 ml) was added and the mixture was washed with 10% Na2SO3 aqueous solution, 5% aqueous NaHCO3 solution, and brine. The organic phase was dried over Na2SO4, and evaporated to dryness. The crude reaction mixture was purified by flash chromatography (SiO2, n-hexane/EtOAc 60/40) to give a mixture 6α-hydroxy-17β-acetoxy-4-ethylandrost-4-en-3-one and... Yields the product FC1=CC=C(C=C1)C1=CC=C(C=C1)CC=1C(=NNC1C)O[C@H]1[C@H](OC(C)=O)[C@@H](OC(C)=O)[C@H](OC(C)=O)[C@H](O1)COC(C)=O (4-{[4-(4-fluorophenyl)phenyl]methyl}-5-methyl-3-(2,3,4,6-tetra-O-acetyl-β-D-glucopyranosyloxy)-1H-pyrazole). Procedure details: A mixture of 4-[(4-bromophenyl)methyl]-5-methyl-3-(2,3,4,6-tetra-O-acetyl-β-D-glucopyranosyloxy)-1H-pyrazole (0.099 g), 4-fluorophenylboronic acid (0.046 g), cesium fluoride (0.050 g) and tetrakis(triphenylphosphine)palladium(0) (0.0038 g) in 1,2-dimethoxyethane (1.3 mL), ethanol (0.3 mL) and water (0.3 mL) was stirred at 85° C. for 18 hours. The reaction mixture was purified by column chromatography on silica gel (eluent: hexane/ethylacetate=1/1-1/2-1/5) to give 4-{[4-(4-fluorophenyl)phenyl]met... RXN SMILES: Br[C:2]1[CH:7]=[CH:6][C:5]([CH2:8][C:9]2[C:10]([O:15][C@@H:16]3[O:33][C@H:32]([CH2:34][O:35][C:36](=[O:38])[CH3:37])[C@@H:27]([O:28][C:29](=[O:31])[CH3:30])[C@H:22]([O:23][C:24](=[O:26])[CH3:25])[C@H:17]3[O:18][C:19](=[O:21])[CH3:20])=[N:11][NH:12][C:13]=2[CH3:14])=[CH:4][CH:3]=1.[F:39][C:40]1[CH:45]=[CH:44][C:43](B(O)O)=[CH:42][CH:41]=1.[F-].[Cs+]>COCCOC.C(O)C.O.C1C=CC([P]([Pd]([P](C2C=CC=CC=2)(C2C=CC=CC=2)C2C=CC=CC=2)([P](C2C=CC=CC=2)(C2C=CC=CC=2)C2C=CC=CC=2)[P](C2C=CC=CC=2)(C2C=CC=CC=2)C2C=CC=CC=2)(C2C=CC=CC=2)C2C=CC=CC=2)=CC=1>[F:39][C:40]1[CH:45]=[CH:44][C:43]([C:2]2[CH:3]=[CH:4][C:5]([CH2:8][C:9]3[C:10]([O:15][C@@H:16]4[O:33][C@H:32]([CH2:27][O:28][C:29](=[O:31])[CH3:30])[C@@H:34]([O:35][C:36](=[O:38])[CH3:37])[C@H:22]([O:23][C:24](=[O:26])[CH3:25])[C@H:17]4[O:18][C:19](=[O:21])[CH3:20])=[N:11][NH:12][C:13]=3[CH3:14])=[CH:6][CH:7]=2)=[CH:42][CH:41]=1 |f:2.3,^1:64,66,85,104|. Run at temperature 85 celsius, time 18 hour. Starting materials: BrC1=CC=C(C=C1)CC=1C(=NNC1C)O[C@H]1[C@H](OC(C)=O)[C@@H](OC(C)=O)[C@H](OC(C)=O)[C@H](O1)COC(C)=O (4-[(4-bromophenyl)methyl]-5-methyl-3-(2,3,4,6-tetra-O-acetyl-β-D-glucopyranosyloxy)-1H-pyrazole), FC1=CC=C(C=C1)B(O)O (4-fluorophenylboronic acid), [F-].[Cs+] (cesium fluoride). The reagents and catalysts are C=1C=CC(=CC1)[P](C=2C=CC=CC2)(C=3C=CC=CC3)[Pd]([P](C=4C=CC=CC4)(C=5C=CC=CC5)C=6C=CC=CC6)([P](C=7C=CC=CC7)(C=8C=CC=CC8)C=9C=CC=CC9)[P](C=1C=CC=CC1)(C=1C=CC=CC1)C=1C=CC=CC1 (tetrakis(triphenylphosphine)palladium(0)). Solvent: COCCOC (1,2-dimethoxyethane), C(C)O (ethanol), O (water). Isolated yield 60.1%.